From a dataset of the Open Reaction Database (ORD), a public repository of structured organic reaction records. describe an organic reaction: reactants, conditions, products, and yield Reactants: C(C)(C)(C)OC(=O)N1C(=CC2=CC(=CC=C12)C(C1=CC=CC=C1)=O)C=1C2=C(N(N1)C(=O)OC(C)(C)C)C=CS2 (5-benzoyl-2-(1-tert-butoxycarbonyl-1H-thieno[3,2-c]pyrazol-3-yl)-indole-1-carboxylic acid tert-butyl ester), C(C)(C)(C)OC(=O)N1C(=CC2=CC(=CC=C12)C(C1=CC=CC=C1)=O)C=1C2=C(N(N1)C(=O)OC(C)(C)C)C=CS2 (5-benzoyl-2-(1-tert-butoxycarbonyl-1H-thieno[3,2-c]pyrazol-3-yl)-indole-1-carboxylic acid tert-butyl ester). Solvent: O1CCCC1 (tetrahydrofuran), [OH-].[K+] (KOH). Run at temperature 60 celsius. Product: C1(=CC=CC=C1)C(=O)C=1C=C2C=C(NC2=CC1)C=1C2=C(NN1)C=CS2 (phenyl-[2-(1H-thieno[3,2-c]pyrazol-3-yl)-1H-indol-5-yl]-methanone). The yield is 75.4%. As a reaction SMILES: C(OC([N:8]1[C:16]2[C:11](=[CH:12][C:13]([C:17](=[O:24])[C:18]3[CH:23]=[CH:22][CH:21]=[CH:20][CH:19]=3)=[CH:14][CH:15]=2)[CH:10]=[C:9]1[C:25]1[C:26]2[S:39][CH:38]=[CH:37][C:27]=2[N:28](C(OC(C)(C)C)=O)[N:29]=1)=O)(C)(C)C>O1CCCC1.[OH-].[K+]>[C:18]1([C:17]([C:13]2[CH:12]=[C:11]3[C:16](=[CH:15][CH:14]=2)[NH:8][C:9]([C:25]2[C:26]4[S:39][CH:38]=[CH:37][C:27]=4[NH:28][N:29]=2)=[CH:10]3)=[O:24])[CH:19]=[CH:20][CH:21]=[CH:22][CH:23]=1 |f:2.3|. Procedure details: To a solution of 2-(1-tert-butoxycarbonyl-1H-thieno[3,2-c]pyrazol-3-yl)-5-(hydroxy-phenyl-methyl)-indole-1-carboxylic acid tert-butyl ester [640 mg, 1.17 mmol, Intermediate (12)] in Dichloromethane (25 mL) is added Dess-Martin Periodinane (677 mg, 1.69 mmol) and stirred at room temperature. After 30 minutes water (5 mL) is added and stirred for 10 minutes. The reaction mixture is diluted with dichloromethane (50 mL) and washed twice with a mixture of 10% Na2S2O3/saturated NaHCO3 (5 mL), NaHCO3 (...